From a dataset of the Open Reaction Database (ORD), a public repository of structured organic reaction records. describe an organic reaction: reactants, conditions, products, and yield Starting materials: BrC1=C2C(=CNC2=CC=C1)C#N (4-bromo-1H-indole-3-carbonitrile), C(C=CC1=CC=CC=C1)(=O)OCC (ethyl cinnamate), TEA, palladium dichloro-[bis-(tri-ortho-tolyl)phosphine]. Reagents/catalysts: [Br-].C(CCC)[N+](CCCC)(CCCC)CCCC (tetrabutylammonium bromide). Run at temperature 110 celsius, time 20 hour. Yields the product C(C)OC(C=C(C1=CC=CC=C1)C1=C2C(=CNC2=CC=C1)C#N)=O (3-(3-cyano-1H-Indol-4-yl)-3-phenyl-acrylic acid ethyl ester), solid. The yield is 55.0%. As a reaction SMILES: Br[C:2]1[CH:10]=[CH:9][CH:8]=[C:7]2[C:3]=1[C:4]([C:11]#[N:12])=[CH:5][NH:6]2.[C:13]([O:23][CH2:24][CH3:25])(=[O:22])[CH:14]=[CH:15][C:16]1[CH:21]=[CH:20][CH:19]=[CH:18][CH:17]=1>[Br-].C([N+](CCCC)(CCCC)CCCC)CCC>[CH2:24]([O:23][C:13](=[O:22])[CH:14]=[C:15]([C:2]1[CH:10]=[CH:9][CH:8]=[C:7]2[C:3]=1[C:4]([C:11]#[N:12])=[CH:5][NH:6]2)[C:16]1[CH:21]=[CH:20][CH:19]=[CH:18][CH:17]=1)[CH3:25] |f:2.3|. Procedure details: A mixture of 4-bromo-1H-indole-3-carbonitrile LVII (2 g, 9.05 mmol), ethyl cinnamate (3.19 g, 18.1 mmol), tetrabutylammonium bromide (582 mg, 1.81 mmol), TEA (2.52 ml, 18.1 mmol) and palladium-dichloro-[bis-(tri-ortho-tolyl)phosphine] (357 mg, 0.453 mmol) in a sealed vial was stirred at 110° C. for 20 hours. The reaction mixture was cooled to room temperature, partitioned between H2O and DCM, and the aqueous layer was extracted with DCM. The organic extracts were combined, dried over Na2SO4, fil...